Task: describe an organic reaction: reactants, conditions, products, and yield. Dataset: the Open Reaction Database (ORD), a public repository of structured organic reaction records Reaction SMILES: [C:1]([O:5][C:6]([NH:8][C@@H:9]([CH2:13][NH:14][C:15]1[CH:20]=[CH:19][CH:18]=[CH:17][C:16]=1[N+:21]([O-])=O)[C:10]([OH:12])=O)=[O:7])([CH3:4])([CH3:3])[CH3:2].C(OC(N[CH:32](CN)[C:33]([OH:35])=[O:34])=O)(C)(C)C.F[C:39]1C=CC=CC=1[N+]([O-])=O.C(=O)(O)[O-].[Na+]>O.CN(C)C=O>[CH3:39][O:35][C:33](=[O:34])[CH2:32][N:21]1[C:10](=[O:12])[CH:9]([NH:8][C:6]([O:5][C:1]([CH3:2])([CH3:3])[CH3:4])=[O:7])[CH2:13][NH:14][C:15]2[CH:20]=[CH:19][CH:18]=[CH:17][C:16]1=2 |f:3.4|. Procedure: 2(S)-tert-Butoxycarbonylamino-3-(2-nitrophenyl-amino)-propionic acid. 2-tert-Butoxycarbonylamino-3-aminopropionic acid (10 g, 49 mmol), 2-fluoronitrobenzene (5.7 ml, 54 mmol), and sodium bicarbonate (8.25 g, 98 mmol) was taken into 130 ml of dimethylformamide and heated at 80° C. for 18 hours. The reaction was evaporated in vacuo to give a viscous orange residue that was dissolved in 300 ml of water and extracted with diethyl ether (3×150 ml). The aqueous solution was acidified to pH 5 with 10% ... The product is COC(CN1C2=C(NCC(C1=O)NC(=O)OC(C)(C)C)C=CC=C2)=O ((3-tert-Butoxycarbonylamino-2-oxo-2,3,4,5-tetrahydro-benzo[b][1,4]diazepin-1-yl)acetic Acid Methyl Ester). The reactants are C(C)(C)(C)OC(=O)N[C@H](C(=O)O)CNC1=C(C=CC=C1)[N+](=O)[O-] (2(S)-tert-Butoxycarbonylamino-3-(2-nitrophenyl-amino)-propionic acid), C([O-])(O)=O.[Na+] (sodium bicarbonate), C(C)(C)(C)OC(=O)NC(C(=O)O)CN (2-tert-Butoxycarbonylamino-3-aminopropionic acid), FC1=C(C=CC=C1)[N+](=O)[O-] (2-fluoronitrobenzene). Run at temperature 80 celsius. The solvent is O (water), CN(C=O)C (dimethylformamide). Yield: 83.0%. The reactants are ClC1=C(C=CC(=C1)Cl)C=1N=C(C(=NC1CC)N[C@@H]1CN(C[C@@H]1OCC)C=1SC=CN1)CC (5-(2,4-dichlorophenyl)-N-[(3R,4S)-4-ethoxy-1-(1,3-thiazol-2-yl)pyrrolidin-3-yl]-3,6-diethylpyrazin-2-amine), ClC1=C(C=CC(=C1)OC)C=1N=C(C(=NC1CC)N[C@@H]1CNC[C@@H]1OCC)CC (5-(2-chloro-4-methoxyphenyl)-N-[(3R,4S)-4-ethoxypyrrolidin-3-yl]-3,6-diethylpyrazin-2-amine), ClC1=NC=CC(=C1)OC (2-chloro-4-methoxypyridine). Product: Cl.ClC1=C(C=CC(=C1)OC)C=1N=C(C(=NC1CC)N[C@@H]1CN(C[C@@H]1OCC)C1=NC=CC(=C1)OC)CC (5-(2-chloro-4-methoxyphenyl)-N-[(3R,4S)-4-ethoxy-1-(4-methoxypyridin-2-yl)pyrrolidin-3-yl]-3,6-diethylpyrazin-2-amine hydrogen chloride). Reaction SMILES: [Cl:1]C1C=C(Cl)C=CC=1C1N=C(CC)C(N[C@H:18]2[C@@H:22]([O:23][CH2:24]C)[CH2:21][N:20]([C:26]3SC=CN=3)[CH2:19]2)=NC=1CC.[Cl:33][C:34]1[CH:39]=[C:38]([O:40][CH3:41])[CH:37]=[CH:36][C:35]=1[C:42]1[N:43]=[C:44]([CH2:59][CH3:60])[C:45]([NH:50][C@H:51]2[C@@H:55]([O:56][CH2:57][CH3:58])[CH2:54][NH:53][CH2:52]2)=[N:46][C:47]=1[CH2:48][CH3:49].ClC1C=C(OC)C=CN=1>>[ClH:1].[Cl:33][C:34]1[CH:39]=[C:38]([O:40][CH3:41])[CH:37]=[CH:36][C:35]=1[C:42]1[N:43]=[C:44]([CH2:59][CH3:60])[C:45]([NH:50][C@H:51]2[C@@H:55]([O:56][CH2:57][CH3:58])[CH2:54][N:53]([C:19]3[CH:18]=[C:22]([O:23][CH3:24])[CH:21]=[CH:26][N:20]=3)[CH2:52]2)=[N:46][C:47]=1[CH2:48][CH3:49] |f:3.4|. Reported procedure: Following the procedure for the preparation of 5-(2,4-dichlorophenyl)-N-[(3R,4S)-4-ethoxy-1-(1,3-thiazol-2-yl)pyrrolidin-3-yl]-3,6-diethylpyrazin-2-amine but substituting 5-(2-chloro-4-methoxyphenyl)-N-[(3R,4S)-4-ethoxypyrrolidin-3-yl]-3,6-diethylpyrazin-2-amine and 2-chloro-4-methoxypyridine provided the title compound as an amporphous solid: 1H NMR (400 MHz, CDCl3) δ 8.6, 8.08, 7.22, 7.12, 7.05, 6.90, 6.40, 5.92, 5.40, 5.00, 4.32, 4.20–4.10, 3.95, 3.86, 3.52, 2.81, 2.60, 1.33, 1.26, 1.18; IR (... The reactants are CC(C)(C)OC(CCCNC1=NC2=CC=C(C(=C2C=C1)NC(CC1CCCCC1)=O)Cl)=O (4-[[6-Chloro-5-[(cyclohexylacetyl)amino]-2-quinolinyl]amino]-butanoic acid 1,1-dimethylethyl ester), Example 7 ( a ), FC(C(=O)O)(F)F (Trifluoroacetic acid). The solvent is ClCCl (dichloromethane). Reaction conditions: time 3 hour. The product is ClC=1C(=C2C=CC(=NC2=CC1)NCCCC(=O)O)NC(CC1CCCCC1)=O (4-[[6-Chloro-5-[(cyclohexylacetyl)amino]-2-quinolinyl]amino]-butanoic Acid). The yield is 11.4%. Reaction SMILES: CC([O:5][C:6](=[O:32])[CH2:7][CH2:8][CH2:9][NH:10][C:11]1[CH:20]=[CH:19][C:18]2[C:13](=[CH:14][CH:15]=[C:16]([Cl:31])[C:17]=2[NH:21][C:22](=[O:30])[CH2:23][CH:24]2[CH2:29][CH2:28][CH2:27][CH2:26][CH2:25]2)[N:12]=1)(C)C.FC(F)(F)C(O)=O>ClCCl>[Cl:31][C:16]1[C:17]([NH:21][C:22](=[O:30])[CH2:23][CH:24]2[CH2:25][CH2:26][CH2:27][CH2:28][CH2:29]2)=[C:18]2[C:13](=[CH:14][CH:15]=1)[N:12]=[C:11]([NH:10][CH2:9][CH2:8][CH2:7][C:6]([OH:32])=[O:5])[CH:20]=[CH:19]2. Procedure details: 4-[[6-Chloro-5-[(cyclohexylacetyl)amino]-2-quinolinyl]amino]-butanoic acid 1,1-dimethylethyl ester (Example 7 (a)) (200 mg) was dissolved in dichloromethane (3 mL). Trifluoroacetic acid (1 mL) was added and the mixture stirred for 3 hours. The resultant suspension was evaporated to dryness and recrystallised from acetonitrile to give the title compound (20 mg). Reactants: CN(C)CCCl, CN(C)C=O, Cl, [H-], Nc1nonc1-c1nc2cnccc2n1-c1ccc(O)cc1, [Na+]. Yields the product Cl, CN(C)CCOc1ccc(-n2c(-c3nonc3N)nc3cnccc32)cc1. Reaction SMILES: [CH3:26][N:27]([CH2:28][CH2:29][Cl:30])[CH3:31].[CH3:32][N:33]([CH3:34])[CH:35]=[O:36].[ClH:25].[H-:23].[NH2:1][c:2]1[c:3](-[c:7]2[n:8](-[c:16]3[cH:17][cH:18][c:19]([OH:22])[cH:20][cH:21]3)[c:9]3[c:10]([cH:11][n:12][cH:13][cH:14]3)[n:15]2)[n:4][o:5][n:6]1.[Na+:24]>>[ClH:30].[NH2:1][c:2]1[c:3](-[c:7]2[n:8](-[c:16]3[cH:17][cH:18][c:19]([O:22][CH2:29][CH2:28][N:27]([CH3:26])[CH3:31])[cH:20][cH:21]3)[c:9]3[c:10]([cH:11][n:12][cH:13][cH:14]3)[n:15]2)[n:4][o:5][n:6]1. The solvent is C(Cl)Cl (CH2Cl2). Reported procedure: The product from Example 70C (0.028 g, 0.0514 mmoles) in CH2Cl2 (1 mL) was treated with acetic anhydride (0.0060 mL, 0.0617 mmoles) and stirred overnight at room temperature. The reaction was concentrated under reduced pressure, and the residue was purified by preparative HPLC (CH3CN:0.1% trifluoroacetic acid in H2O) on a YMC ODS Guardpak column. 1H NMR (300 MHz, CDCl3) δ7.10-7.30 (m, 10 H), 6.96 (d, 1 H), 6.89 (d, 2 H), 6.60 (m, 2 H), 6.44 (t, 1 H), 6.29 (s, 1 H), 5.85 (br.s, 1 H), 4.09 (s, 2 H... As a reaction SMILES: [NH2:1][CH2:2][CH2:3][CH2:4][O:5][C:6]1[CH:7]=[C:8]([CH:37]=[CH:38][CH:39]=1)[O:9][C:10]1[CH:36]=[CH:35][C:13]([CH2:14][N:15]([CH2:28][C:29]2[CH:34]=[CH:33][CH:32]=[CH:31][CH:30]=2)[C:16]2[C:17]([CH3:27])=[C:18]([NH:22][S:23]([CH3:26])(=[O:25])=[O:24])[CH:19]=[CH:20][CH:21]=2)=[CH:12][CH:11]=1.[C:40](OC(=O)C)(=[O:42])[CH3:41]>C(Cl)Cl>[CH2:28]([N:15]([CH2:14][C:13]1[CH:35]=[CH:36][C:10]([O:9][C:8]2[CH:7]=[C:6]([CH:39]=[CH:38][CH:37]=2)[O:5][CH2:4][CH2:3][CH2:2][NH:1][C:40](=[O:42])[CH3:41])=[CH:11][CH:12]=1)[C:16]1[CH:21]=[CH:20][CH:19]=[C:18]([NH:22][S:23]([CH3:26])(=[O:25])=[O:24])[C:17]=1[CH3:27])[C:29]1[CH:34]=[CH:33][CH:32]=[CH:31][CH:30]=1. Starting materials: NCCCOC=1C=C(OC2=CC=C(CN(C=3C(=C(C=CC3)NS(=O)(=O)C)C)CC3=CC=CC=C3)C=C2)C=CC1 (N-{3-[{4-[3-(3-aminopropoxy)phenoxy]benzyl}(benzyl)amino]-2-methylphenyl}methanesulfonamide), C(C)(=O)OC(C)=O (acetic anhydride). The product is C(C1=CC=CC=C1)N(C1=C(C(=CC=C1)NS(=O)(=O)C)C)CC1=CC=C(OC=2C=C(OCCCNC(C)=O)C=CC2)C=C1 (N-[3-(3-{4-[(benzyl{2-methyl-3-[(methylsulfonyl)amino]phenyl}amino)methyl]phenoxy}phenoxy)propyl]acetamide). Conditions: time 8 hour.